Dataset: the Open Reaction Database (ORD), a public repository of structured organic reaction records. Task: describe an organic reaction: reactants, conditions, products, and yield Reactants: [OH-].[Na+] (sodium hydroxide), ClC(=O)OCC (ethyl chloroformate), N1(CCCC1)CC(=O)O (pyrrolidin-1-ylacetic acid), CN1C=C(C=2NC3=C(NC(C21)=O)C=CC=C3)C (1,3-dimethyl-1,4,9,10-tetrahydropyrrolo[3,2-b][1,5]benzodiazepin-10-one). Solvent: O1CCCC1 (tetrahydrofuran). Run at temperature 0 celsius, time 4 hour. Product: CN1C=C(C=2N(C3=C(NC(C21)=O)C=CC=C3)C(CN3CCCC3)=O)C (1,3-Dimethyl-4-pyrrolidinoacetyl-1,4,9,10-tetrahydropyrrolo[3,2-b][1,5]benzodiazepin-10-one). The yield is 62.1%. As a reaction SMILES: ClC(OCC)=O.[N:7]1([CH2:12][C:13]([OH:15])=O)[CH2:11][CH2:10][CH2:9][CH2:8]1.[CH3:16][N:17]1[C:26]2[C:25](=[O:27])[NH:24][C:23]3[CH:28]=[CH:29][CH:30]=[CH:31][C:22]=3[NH:21][C:20]=2[C:19]([CH3:32])=[CH:18]1.[OH-].[Na+]>O1CCCC1>[CH3:16][N:17]1[C:26]2[C:25](=[O:27])[NH:24][C:23]3[CH:28]=[CH:29][CH:30]=[CH:31][C:22]=3[N:21]([C:13](=[O:15])[CH2:12][N:7]3[CH2:8][CH2:9][CH2:10][CH2:11]3)[C:20]=2[C:19]([CH3:32])=[CH:18]1 |f:3.4|. Procedure details: 1.1 g of ethyl chloroformate are added dropwise at 0° C. to a suspension of 1.29 g of pyrrolidin-1-ylacetic acid in 20 ml of tetrahydrofuran. 2.28 g of 1,3-dimethyl-1,4,9,10-tetrahydropyrrolo[3,2-b][1,5]benzodiazepin-10-one are added to the obtained suspension. The mixture is stirred 1 hour at 0° C. and a further 4 hours at room temperature. It is then poured onto 160 ml of 2 N sodium hydroxide solution and extracted with toluene. The organic phase is concentrated to dryness. The residue is chro... The reactants are [N+](=O)([O-])C=1C=CC(=NC1)OC=1C=C2CCC(OC2=CC1)C1=CC=CC=C1 (5-nitro-2-(2-phenylchroman-6-yloxy)pyridine), ClC1=CC=C(C=C1)C1OC2=CC=C(C=C2C(C1)O)O (2-(4-chlorophenyl)chroman-4,6-diol). Product: ClC1=CC=C(C=C1)C1OC2=CC=C(C=C2C(C1)O)OC1=NC=C(C=C1)[N+](=O)[O-] (2-(4-Chlorophenyl)-6-(5-nitropyridin-2-yloxy)chroman-4-ol). RXN SMILES: [N+:1]([C:4]1[CH:5]=[CH:6][C:7](OC2C=C3C(=CC=2)OC(C2C=CC=CC=2)CC3)=[N:8][CH:9]=1)([O-:3])=[O:2].[Cl:27][C:28]1[CH:33]=[CH:32][C:31]([CH:34]2[CH2:43][CH:42]([OH:44])[C:41]3[C:36](=[CH:37][CH:38]=[C:39]([OH:45])[CH:40]=3)[O:35]2)=[CH:30][CH:29]=1>>[Cl:27][C:28]1[CH:33]=[CH:32][C:31]([CH:34]2[CH2:43][CH:42]([OH:44])[C:41]3[C:36](=[CH:37][CH:38]=[C:39]([O:45][C:7]4[CH:6]=[CH:5][C:4]([N+:1]([O-:3])=[O:2])=[CH:9][N:8]=4)[CH:40]=3)[O:35]2)=[CH:30][CH:29]=1. Procedure: 2-(4-Chlorophenyl)-6-(5-nitropyridin-2-yloxy)chroman-4-ol was prepared as described for 5-nitro-2-(2-phenylchroman-6-yloxy)pyridine in Example 1(b) starting from 330 mg of 2-(4-chlorophenyl)chroman-4,6-diol. The product was purified by column chromatography using heptane-ethyl acetate (2:1) as an eluant. 1H NMR (300 MHz, d6-DMSO) δ: 9.04 (d, 1H, J 2.9 Hz), 8.61 (dd, 1H, J 9.1, 2.9 Hz), 7.54-7.47 (m, 4H), 7.25 (d, 1H, J 2.8 Hz), 7.22 (d, 1H, 9.1 Hz), 7.02 (dd, 1H, J 8.8, 2.8 Hz), 6.89 (d, 1H, J 8...